This data is from the Open Reaction Database (ORD), a public repository of structured organic reaction records. The task is: describe an organic reaction: reactants, conditions, products, and yield The reactants are ClC1(C(NC2=C(CC1)C=C(C=C2)C(=O)OC)=O)Cl (3,3-Dichloro-7-carbomethoxy-2,3,4,5-tetrahydro-1H-1-benzazepin-2-one), ClN1C(C(CCC2=C1C=CC(=C2)C(=O)OC)(Cl)Cl)=O (1,3,3-trichloro-7-carbomethoxy-2,3,4,5-tetrahydro-1-benzazepin-2-one), CC(=O)[O-].[Na+] (NaOAc). Reagents/catalysts: [Pd] (Pd/C). The solvent is C(C)(=O)O (acetic acid). Conditions: time 3.5 hour. Product: ClC1C(NC2=C(CC1)C=C(C=C2)C(=O)OC)=O (3-Chloro-7-carbomethoxy-2,3,4,5-tetrahydro-1H-1-benzazepin-2-one). As a reaction SMILES: [Cl:1][C:2]1(Cl)[CH2:8][CH2:7][C:6]2[CH:9]=[C:10]([C:13]([O:15][CH3:16])=[O:14])[CH:11]=[CH:12][C:5]=2[NH:4][C:3]1=[O:17].ClN1C2C=CC(C(OC)=O)=CC=2CCC(Cl)(Cl)C1=O.CC([O-])=O.[Na+]>[Pd].C(O)(=O)C>[Cl:1][CH:2]1[CH2:8][CH2:7][C:6]2[CH:9]=[C:10]([C:13]([O:15][CH3:16])=[O:14])[CH:11]=[CH:12][C:5]=2[NH:4][C:3]1=[O:17] |f:2.3|. Procedure: A 10% Pd/C mixture (0.9 g) was added to a mixture of 3,3-dichloro-7-carbomethoxy-2,3,4,5-tetrahydro-1H-1-benzazepin-2-one 3 and 1,3,3-trichloro-7-carbomethoxy-2,3,4,5-tetrahydro-1-benzazepin-2-one (9.34 g), NaOAc (5.51 g, 40.5 mmol), and glacial acetic acid (25 mL). After stirring under a hydrogen atmosphere (balloon) at RT for 3.5 h and at 60° C. for an additional 30 min, the reaction mixture was filtered (celite) and concentrated. The resulting material was partitioned between saturated NaHSO4... Starting materials: C(C)(C)(C)OC(=O)N1C(CCCC1)CC(=O)O (2-Carboxymethyl-piperidine-1-carboxylic acid tert butyl ester), C([O-])([O-])=O.[Na+].[Na+] (sodium carbonate), BrCC(=O)C1=CC=CC=C1 (2-bromoacetophenone). Run in O (water), C(C)O (ethanol). Conditions: time 2 hour. The product is C(C)(C)(C)OC(=O)N1C(CCCC1)CC(=O)OCC(C1=CC=CC=C1)=O ((RS)-2-(2-Oxo-2-phenyl-ethoxycarbonylmethyl)-piperidine-1-carboxylic acid tert butyl ester). Isolated yield 74.2%. Reaction SMILES: [C:1]([O:5][C:6]([N:8]1[CH2:13][CH2:12][CH2:11][CH2:10][CH:9]1[CH2:14][C:15]([OH:17])=[O:16])=[O:7])([CH3:4])([CH3:3])[CH3:2].C(=O)([O-])[O-].[Na+].[Na+].Br[CH2:25][C:26]([C:28]1[CH:33]=[CH:32][CH:31]=[CH:30][CH:29]=1)=[O:27]>O.C(O)C>[C:1]([O:5][C:6]([N:8]1[CH2:13][CH2:12][CH2:11][CH2:10][CH:9]1[CH2:14][C:15]([O:17][CH2:25][C:26](=[O:27])[C:28]1[CH:33]=[CH:32][CH:31]=[CH:30][CH:29]=1)=[O:16])=[O:7])([CH3:4])([CH3:2])[CH3:3] |f:1.2.3|. Procedure details: 2-Carboxymethyl-piperidine-1-carboxylic acid tert butyl ester (2.86 g) and sodium carbonate (0.62 g) were dissolved in water (30 ml) using gentle warming. A solution of 2-bromoacetophenone (2.33 g) in ethanol (60 ml) was then added and the mixture boiled for 2 h. the mixture was cooled to room temperature and stood for 16 h. The mixture was again boiled for 2 h. solvent removed at reduced pressure and the residue partitioned between water and ethyl acetate. The organic phase was dried (MgSO4) an... Reported procedure: Allyl (5R,6S)-2-[(3S,5S)-N-(allyloxycarbonyl)-5-(1-naphthylmethyl)pyrrolidin-3-ylthio]-6-[(1R)-1-hydroxyethyl]-1-carbapen-2-em-3-carboxylate (633 mg, yield: 70.1%) was prepared as a yellow powder, from (2R,4S)-4-acetylthio-N-allyloxycarbonyl-2-(1-naphthylmethyl)pyrrolidine (610 mg, 1.53 mmol), allyl (5R,6S)-2-diphenoxyphosphoryloxy-6-[(1R)-1-hydroxyethyl]-1-carbapen-2-em-3-carboxylate (743 mg, 1.53 mmol), 1N aqueous sodium hydroxide (1.8 ml, 1.8 mmol), 1N aqueous hydrochloric acid (1.8 ml, 1.8 m... The product is C(C=C)OC(=O)N1C[C@H](C[C@@H]1CC1=CC=CC2=CC=CC=C12)SC=1C[C@H]2N(C1C(=O)OCC=C)C([C@@H]2[C@@H](C)O)=O (Allyl (5R,6S)-2-[(3S,5S)-N-(allyloxycarbonyl)-5-(1-naphthylmethyl)pyrrolidin-3-ylthio]-6-[(1R)-1-hydroxyethyl]-1-carbapen-2-em-3-carboxylate). Reactants: C(C)(=O)S[C@H]1C[C@H](N(C1)C(=O)OCC=C)CC1=CC=CC2=CC=CC=C12 ((2R,4S)-4-acetylthio-N-allyloxycarbonyl-2-(1-naphthylmethyl)pyrrolidine), O(C1=CC=CC=C1)P(=O)(OC1=CC=CC=C1)OC=1C[C@H]2N(C1C(=O)OCC=C)C([C@@H]2[C@@H](C)O)=O (allyl (5R,6S)-2-diphenoxyphosphoryloxy-6-[(1R)-1-hydroxyethyl]-1-carbapen-2-em-3-carboxylate), [OH-].[Na+] (sodium hydroxide), Cl (hydrochloric acid), C(C)(C)N(C(C)C)CC (N,N-diisopropylethylamine). RXN SMILES: [C:1]([S:4][C@@H:5]1[CH2:9][N:8]([C:10]([O:12][CH2:13][CH:14]=[CH2:15])=[O:11])[C@H:7]([CH2:16][C:17]2[C:26]3[C:21](=[CH:22][CH:23]=[CH:24][CH:25]=3)[CH:20]=[CH:19][CH:18]=2)[CH2:6]1)(=O)[CH3:2].O(P(OC1C[C@@H:46]2[C@@H:56]([C@H:57]([OH:59])[CH3:58])[C:55](=[O:60])[N:47]2[C:48]=1[C:49]([O:51][CH2:52][CH:53]=[CH2:54])=[O:50])(OC1C=CC=CC=1)=O)C1C=CC=CC=1.[OH-].[Na+].Cl.C(N(CC)C(C)C)(C)C>>[CH2:13]([O:12][C:10]([N:8]1[C@@H:7]([CH2:16][C:17]2[C:26]3[C:21](=[CH:22][CH:23]=[CH:24][CH:25]=3)[CH:20]=[CH:19][CH:18]=2)[CH2:6][C@H:5]([S:4][C:1]2[CH2:2][C@@H:46]3[C@@H:56]([C@H:57]([OH:59])[CH3:58])[C:55](=[O:60])[N:47]3[C:48]=2[C:49]([O:51][CH2:52][CH:53]=[CH2:54])=[O:50])[CH2:9]1)=[O:11])[CH:14]=[CH2:15] |f:2.3|. The yield is 73.5%. Starting materials: S1C(=CC=C1)CCN (thiophene-2-ethylamine), C(C)(=O)O[BH-](OC(C)=O)OC(C)=O.[Na+] (sodium triacetoxyborohydride), ClC1=C2CNC(C2=C(C=C1)C=1N(C2=CC=C(C=C2C1)C=O)C(=O)OC(C)(C)C)=O (4-chloro-7-[1-(tert-butoxycarbonyl)-5-formylindol-2-yl]isoindolinone). The solvent is ClCCl (dichloromethane). Yields the product ClC1=C2CNC(C2=C(C=C1)C=1N(C2=CC=C(C=C2C1)CNCCC=1SC=CC1)C(=O)OC(C)(C)C)=O (4-chloro-7-[1-(tert-butoxycarbonyl)-5-(2-(thiophen-2-yl)ethylaminomethyl]indol-2-yl)isoindolinone). Reaction SMILES: [Cl:1][C:2]1[CH:10]=[CH:9][C:8]([C:11]2[N:12]([C:22]([O:24][C:25]([CH3:28])([CH3:27])[CH3:26])=[O:23])[C:13]3[C:18]([CH:19]=2)=[CH:17][C:16]([CH:20]=O)=[CH:15][CH:14]=3)=[C:7]2[C:3]=1[CH2:4][NH:5][C:6]2=[O:29].[S:30]1[CH:34]=[CH:33][CH:32]=[C:31]1[CH2:35][CH2:36][NH2:37].C(O[BH-](OC(=O)C)OC(=O)C)(=O)C.[Na+]>ClCCl>[Cl:1][C:2]1[CH:10]=[CH:9][C:8]([C:11]2[N:12]([C:22]([O:24][C:25]([CH3:26])([CH3:28])[CH3:27])=[O:23])[C:13]3[C:18]([CH:19]=2)=[CH:17][C:16]([CH2:20][NH:37][CH2:36][CH2:35][C:31]2[S:30][CH:34]=[CH:33][CH:32]=2)=[CH:15][CH:14]=3)=[C:7]2[C:3]=1[CH2:4][NH:5][C:6]2=[O:29] |f:2.3|. Procedure details: In a similar manner to Step 1 of Example 56, 4-chloro-7-[1-(tert-butoxycarbonyl)-5-formylindol-2-yl]isoindolinone (20.0 mg, 0.0487 mmol) was dissolved in dichloromethane (0.5 mL). The solution was treated with thiophene-2-ethylamine (0.023 mL, 0.20 mmol) and sodium triacetoxyborohydride (32 mg, 0.15 mmol) to obtain 4-chloro-7-[1-(tert-butoxycarbonyl)-5-(2-(thiophen-2-yl)ethylaminomethyl]indol-2-yl)isoindolinone.